Dataset: the Open Reaction Database (ORD), a public repository of structured organic reaction records. Task: describe an organic reaction: reactants, conditions, products, and yield The reactants are N1N=CC=C1 (pyrazole), ClC=1N=C(C2=C(N1)SC(=C2C)C)NCCC2=CC1=C(C=C2)OCO1 (2-chloro-5,6-dimethyl-4-(3,4-methylenedioxyphenethylamino)-thieno-[2,3-d]-pyrimidine). Product: N1(N=CC=C1)C=1N=C(C2=C(N1)SC(=C2C)C)NCCC2=CC1=C(C=C2)OCO1 (2-(pyrazol-1-yl)-5,6-dimethyl-4-(3,4-methylenedioxyphenethylamino)-thieno-[2,3-d]-pyrimidine). Reaction SMILES: [NH:1]1[CH:5]=[CH:4][CH:3]=[N:2]1.Cl[C:7]1[N:8]=[C:9]([NH:18][CH2:19][CH2:20][C:21]2[CH:26]=[CH:25][C:24]3[O:27][CH2:28][O:29][C:23]=3[CH:22]=2)[C:10]2[C:15]([CH3:16])=[C:14]([CH3:17])[S:13][C:11]=2[N:12]=1>>[N:1]1([C:7]2[N:8]=[C:9]([NH:18][CH2:19][CH2:20][C:21]3[CH:26]=[CH:25][C:24]4[O:27][CH2:28][O:29][C:23]=4[CH:22]=3)[C:10]3[C:15]([CH3:16])=[C:14]([CH3:17])[S:13][C:11]=3[N:12]=2)[CH:5]=[CH:4][CH:3]=[N:2]1. Procedure details: Following the procedure of Example 97, the reaction of pyrazole with 2-chloro-5,6-dimethyl-4-(3,4-methylenedioxyphenethylamino)-thieno-[2,3-d]-pyrimidine gives 2-(pyrazol-1-yl)-5,6-dimethyl-4-(3,4-methylenedioxyphenethylamino)-thieno-[2,3-d]-pyrimidine. Reactants: C(C1=CC=CC=C1)OC1=CC=C(C=C1)CCC(CCCC)=O (1-(4-Benzyloxyphenyl)-heptan-3-one), C(CCC)[Li] (n-butyllithium), C(CC(=O)C)(=O)OC (methyl acetoacetate), [H-].[Na+] (NaH). The solvent is C1CCOC1 (THF). Yields the product C(CCC)C1(CC(=CC(O1)=O)O)CCC1=CC=C(C=C1)O (6-Butyl-4-hydroxy-6-[2-(4-hydroxy-phenyl)-ethyl]-5,6-dihydro-pyran-2-one). Reaction SMILES: C([O:8][C:9]1[CH:14]=[CH:13][C:12]([CH2:15][CH2:16]C(=O)CCCC)=[CH:11][CH:10]=1)C1C=CC=CC=1.[C:23]([O:29][CH3:30])(=[O:28])[CH2:24][C:25]([CH3:27])=[O:26].[H-].[Na+].[CH2:33]([Li])[CH2:34][CH2:35][CH3:36]>C1COCC1>[CH2:33]([C:30]1([CH2:16][CH2:15][C:12]2[CH:11]=[CH:10][C:9]([OH:8])=[CH:14][CH:13]=2)[O:29][C:23](=[O:28])[CH:24]=[C:25]([OH:26])[CH2:27]1)[CH2:34][CH2:35][CH3:36] |f:2.3|. Procedure details: The title compound was prepared according the General Method 6 using 4.0 g (13 mmol) of 1-(4-benzyloxyphenyl)-heptan-3-one (prepared in Example U), 6.3 g (54 mmol) of methyl acetoacetate, 2.2 g (54 mmol) of 60% NaH dispersion in mineral oil, 33 mL (1.64M, 54 mmol) of n-butyllithium and 110 mL of THF. The reaction mixture was quenched with 0.1 NH4Cl, and the mixture was worked up in the normal fashion.